Dataset: the Open Reaction Database (ORD), a public repository of structured organic reaction records. Task: describe an organic reaction: reactants, conditions, products, and yield Starting materials: COC=1C=C(CP(OCC)(OCC)=O)C=CC1NC1=NC=C(C(=N1)NC1=C(C=CC=C1)C(NC)=O)C(F)(F)F (Diethyl (3-methoxy-4-{[4-{[2-(methylcarbamoyl)phenyl]amino}-5-(trifluoromethyl)pyrimidin-2-yl]amino}benzyl)phosphonate). Run in Cl (HCl). The product is COC=1C=C(CP(OCC)(O)=O)C=CC1NC1=NC=C(C(=N1)NC1=C(C=CC=C1)C(NC)=O)C(F)(F)F (Ethyl hydrogen (3-methoxy-4-{[4-{[2-(methylcarbamoyl) phenyl]amino}-5-(trifluoromethyl)pyrimidin-2-yl]amino}benzyl)phosphonate). Reaction SMILES: [CH3:1][O:2][C:3]1[CH:4]=[C:5]([CH:15]=[CH:16][C:17]=1[NH:18][C:19]1[N:24]=[C:23]([NH:25][C:26]2[CH:31]=[CH:30][CH:29]=[CH:28][C:27]=2[C:32](=[O:35])[NH:33][CH3:34])[C:22]([C:36]([F:39])([F:38])[F:37])=[CH:21][N:20]=1)[CH2:6][P:7](=[O:14])([O:11]CC)[O:8][CH2:9][CH3:10]>Cl>[CH3:1][O:2][C:3]1[CH:4]=[C:5]([CH:15]=[CH:16][C:17]=1[NH:18][C:19]1[N:24]=[C:23]([NH:25][C:26]2[CH:31]=[CH:30][CH:29]=[CH:28][C:27]=2[C:32](=[O:35])[NH:33][CH3:34])[C:22]([C:36]([F:38])([F:37])[F:39])=[CH:21][N:20]=1)[CH2:6][P:7](=[O:11])([OH:14])[O:8][CH2:9][CH3:10]. Procedure details: A solution of diethyl (3-methoxy-4-{[4-{[2-(methylcarbamoyl)phenyl]amino}-5-(trifluoromethyl)pyrimidin-2-yl]amino}benzyl)phosphonate (Example 53, 44.3 mg, 0.0781 mmol) in 37% HCl (1 mL) was heated at 80° C. for a total of 3.5 h. The reaction was concentrated in vacuo. The residue was dissolved in DMSO and submitted for mass-directed purification (under basic conditions; ammonium bicarbonate buffer, pH 9). The fractions containing product were combined and concentrated in vacuo, giving the title ... The reactants are CC(C)OCCCNc1c([N+](=O)[O-])cnc2cc(Br)ccc12, CC#N. Product: CC(C)OCCCNc1c(N)cnc2cc(Br)ccc12. RXN SMILES: [Br:1][c:2]1[cH:3][cH:4][c:5]2[c:6]([NH:15][CH2:16][CH2:17][CH2:18][O:19][CH:20]([CH3:21])[CH3:22])[c:7]([N+:12]([O-:13])=[O:14])[cH:8][n:9][c:10]2[cH:11]1.[CH3:23][C:24]#[N:25]>>[Br:1][c:2]1[cH:3][cH:4][c:5]2[c:6]([NH:15][CH2:16][CH2:17][CH2:18][O:19][CH:20]([CH3:21])[CH3:22])[c:7]([NH2:12])[cH:8][n:9][c:10]2[cH:11]1. Starting materials: mixture, 1.2-bis(9-phosphabicyclononyl)ethane, C1(=CC=CC=C1)OC (anisole), CS(=O)(=O)O (methanesulfonic acid), C(=O)OCCCC (butyl formate), C=CCCCCCC (octene), C(#CCCCCC(C)C)O (isononynol). Reagents/catalysts: C(C)(=O)[O-].[Pd+2].C(C)(=O)[O-] (palladium (II)acetate). Run in O (water). Run at temperature 110 celsius, time 8 hour. Yields the product C(CCCCCCCC)O (nonyl alcohol). Reaction SMILES: [C:1]1([O:7]C)[CH:6]=[CH:5][CH:4]=[CH:3][CH:2]=1.CS(O)(=O)=O.C(O[CH2:17][CH2:18][CH2:19]C)=O.C=CCCCCCC.C(O)#CCCCCC(C)C>C([O-])(=O)C.[Pd+2].C([O-])(=O)C.O>[CH2:1]([OH:7])[CH2:6][CH2:5][CH2:4][CH2:3][CH2:2][CH2:17][CH2:18][CH3:19] |f:5.6.7|. Procedure details: A 500 mL autoclave was charged with 0.76 mmol palladium (II)acetate, 1.07 mmol of a mixture of 1.2-bis(9-phosphabicyclononyl)ethane, 20.2 mL of anisole (as solvent), 0.45 mL methanesulfonic acid (MSA), 4.80 mL water, 7.91 mL butyl formate (as promoter), and 156 mL octene, 83 ml isononynol. The autoclave was flushed with an equimolar mixture of carbon monoxide and hydrogen pressurized to a total pressure of 50 bar. The autoclave was then sealed and the mixture was heated to 110° C. The reaction w... The reactants are CC(C)N=C=NC(C)C, CN(C)c1ccncc1, CCN(C(C)C)C(C)C, ClCCl, NCCO, CN(C)C=O, O=C(O)c1ccc2c(c1)ncn2-c1ccc(OCCOc2ccccn2)cc1. Product: O=C(NCCO)c1ccc2c(c1)ncn2-c1ccc(OCCOc2ccccn2)cc1. Reaction SMILES: [CH3:29][CH:30]([N:31]=[C:32]=[N:33][CH:34]([CH3:35])[CH3:36])[CH3:37].[CH3:51][N:52]([c:53]1[cH:54][cH:55][n:56][cH:57][cH:58]1)[CH3:59].[CH:42]([N:43]([CH2:44][CH3:45])[CH:46]([CH3:47])[CH3:48])([CH3:49])[CH3:50].[Cl:65][CH2:66][Cl:67].[NH2:38][CH2:39][CH2:40][OH:41].[O:60]=[CH:61][N:62]([CH3:63])[CH3:64].[n:1]1[c:2]([O:7][CH2:8][CH2:9][O:10][c:11]2[cH:12][cH:13][c:14](-[n:17]3[cH:18][n:19][c:20]4[c:21]3[cH:22][cH:23][c:24]([C:26](=[O:27])[OH:28])[cH:25]4)[cH:15][cH:16]2)[cH:3][cH:4][cH:5][cH:6]1>>[n:1]1[c:2]([O:7][CH2:8][CH2:9][O:10][c:11]2[cH:12][cH:13][c:14](-[n:17]3[cH:18][n:19][c:20]4[c:21]3[cH:22][cH:23][c:24]([C:26](=[O:27])[NH:38][CH2:39][CH2:40][OH:41])[cH:25]4)[cH:15][cH:16]2)[cH:3][cH:4][cH:5][cH:6]1. Reactants: CCCOc1cccc(C=CC(=O)Cl)c1, CCCI, O=Cc1cccc(O)c1. Product: CCCOc1cccc(C=O)c1. As a reaction SMILES: [CH2:1]([CH2:2][CH3:3])[O:4][c:5]1[cH:6][c:7]([CH:11]=[CH:12][C:13]([Cl:14])=[O:15])[cH:8][cH:9][cH:10]1.[I:25][CH2:26][CH2:27][CH3:28].[OH:16][c:17]1[cH:18][c:19]([CH:23]=[O:24])[cH:20][cH:21][cH:22]1>>[CH2:1]([CH2:2][CH3:3])[O:4][c:5]1[cH:6][c:7]([CH:11]=[O:16])[cH:8][cH:9][cH:10]1.